This data is from the Open Reaction Database (ORD), a public repository of structured organic reaction records. The task is: describe an organic reaction: reactants, conditions, products, and yield Reactants: [Al+3].[Cl-].[Cl-].[Cl-] (AlCl3), C(C)OC(=O)N(CCC=1SC=CC1)CC(=O)O ([Ethoxycarbonyl-(2-thiophen-2-yl-ethyl)-amino]-acetic acid), C(C(=O)Cl)(=O)Cl (oxalyl chloride), CN(C)C=O (DMF). Solvent: C(Cl)Cl (DCM). Reaction conditions: time 1 hour. Yields the product C(C)OC(=O)N1CCC2=C(C(C1)=O)C=CS2 (4-Oxo-4,5,7,8-tetrahydro-thieno[2,3-d]azepine-6-carboxylic acid ethyl ester). Yield: 26.6%. Reaction SMILES: [CH2:1]([O:3][C:4]([N:6]([CH2:14][C:15]([OH:17])=O)[CH2:7][CH2:8][C:9]1[S:10][CH:11]=[CH:12][CH:13]=1)=[O:5])[CH3:2].CN(C=O)C.C(Cl)(=O)C(Cl)=O.[Al+3].[Cl-].[Cl-].[Cl-]>C(Cl)Cl>[CH2:1]([O:3][C:4]([N:6]1[CH2:14][C:15](=[O:17])[C:13]2[CH:12]=[CH:11][S:10][C:9]=2[CH2:8][CH2:7]1)=[O:5])[CH3:2] |f:3.4.5.6|. Reported procedure: The product of step (b) (˜165 mmol, ˜42 g) was dissolved in 1 L of DCM. DMF (100 uL) was added followed slowly by oxalyl chloride (21.7 mL, 247 mmol). After 1 hour, the reaction was concentrated to dryness and the crude material was re-dissolved in DCE (1 L). AlCl3 (55 g, 410 mmol) was carefully added and the reaction was stirred at room temperature for ½ hour. The crude reaction was quenched with ice, washed with water (3×), and dried over MgSO4. The title product was purified by silica gel chr... The reactants are C(C1=CC=CC=C1)OCC1NC(C2=C1NC(=C2)C2=C1N=C(C(=NC1=CC=C2)C)NC2(CC2)C)=O (6-((benzyloxy)methyl)-2-(2-methyl-3-((1-methylcyclopropyl)amino)quinoxalin-5-yl)-5,6-dihydropyrrolo[3,4-b]pyrrol-4(1H)-one), B(Cl)(Cl)Cl (boron trichloride). Run in C(Cl)Cl (DCM). Reaction conditions: temperature 0 celsius, time 30 minute. Product: OCC1NC(C2=C1NC(=C2)C2=C1N=C(C(=NC1=CC=C2)C)NC2(CC2)C)=O (6-(hydroxymethyl)-2-(2-methyl-3-((1-methylcyclopropyl)amino)quinoxalin-5-yl)-5,6-dihydropyrrolo[3,4-b]pyrrol-4(1H)-one). The yield is 71.3%. RXN SMILES: C([O:8][CH2:9][CH:10]1[C:14]2[NH:15][C:16]([C:18]3[CH:27]=[CH:26][CH:25]=[C:24]4[C:19]=3[N:20]=[C:21]([NH:29][C:30]3([CH3:33])[CH2:32][CH2:31]3)[C:22]([CH3:28])=[N:23]4)=[CH:17][C:13]=2[C:12](=[O:34])[NH:11]1)C1C=CC=CC=1.B(Cl)(Cl)Cl>C(Cl)Cl>[OH:8][CH2:9][CH:10]1[C:14]2[NH:15][C:16]([C:18]3[CH:27]=[CH:26][CH:25]=[C:24]4[C:19]=3[N:20]=[C:21]([NH:29][C:30]3([CH3:33])[CH2:31][CH2:32]3)[C:22]([CH3:28])=[N:23]4)=[CH:17][C:13]=2[C:12](=[O:34])[NH:11]1. Procedure details: To a 25-mL round-bottomed flask was added 6-((benzyloxy)methyl)-2-(2-methyl-3-((1-methylcyclopropyl)amino)quinoxalin-5-yl)-5,6-dihydropyrrolo[3,4-b]pyrrol-4(1H)-one (355) (0.12 g, 0.27 mmol) and DCM (3 mL). The reaction mixture was cooled to −78° C. and under a N2 atmosphere boron trichloride (0.54 mL, 0.54 mmol, 1 M in DCM) (Sigma-Aldrich Chemical Company, Inc.) was added dropwise. The reaction mixture was stirred at −78° C. for 30 min and at 0° C. for 30 min. The reaction was quenched by the a... Reactants: C(CCC)[Li] (n-butyl lithium), B(OC(C)C)(OC(C)C)OC(C)C (Triisopropyl borate), C1(CC1)NC(C1=CC(=C(C(=C1)F)C)I)=O (N-Cyclopropyl-5-fluoro-3-iodo-4-methylbenzamide), C1(CC1)NC(C1=CC(=C(C(=C1)F)C)I)=O (N-Cyclopropyl-5-fluoro-3-iodo-4-methylbenzamide), [H-].[Na+] (sodium hydride). Solvent: C1CCOC1 (THF). Run at temperature -75 celsius, time 4 hour. The product is C1(CC1)NC(=O)C=1C=C(C(=C(C1)B(O)O)C)F ({5-[(cyclopropylamino)carbonyl]-3-fluoro-2-methylphenyl}boronic acid). As a reaction SMILES: [CH:1]1([NH:4][C:5](=[O:15])[C:6]2[CH:11]=[C:10]([F:12])[C:9]([CH3:13])=[C:8](I)[CH:7]=2)[CH2:3][CH2:2]1.[H-].[Na+].C([Li])CCC.[B:23](OC(C)C)([O:28]C(C)C)[O:24]C(C)C>C1COCC1>[CH:1]1([NH:4][C:5]([C:6]2[CH:11]=[C:10]([F:12])[C:9]([CH3:13])=[C:8]([B:23]([OH:28])[OH:24])[CH:7]=2)=[O:15])[CH2:3][CH2:2]1 |f:1.2|. Procedure: N-Cyclopropyl-5-fluoro-3-iodo-4-methylbenzamide (Intermediate 48) (5 g) in THF (75 ml) was cooled to 0° C. and sodium hydride (60%, 1.23 g) added portionwise over 10 minutes. Once effervescence had ceased the reaction was cooled to −75° C. and n-butyl lithium (1.6M in hexanes, 20 ml) added over 25 minutes maintaining a temperature of ←70° C. Triisopropyl borate (8 ml) was added to the reaction over 10 minutes and the reaction stirred at −70° C. for 4 hours. The reaction was quenched with water (... The reactants are ClC1=CC2=C(C(=N1)O[C@H](C)[C@@H]1CC(NC1)=O)N(C=N2)C(F)F ((R)-4-((R)-1-(6-chloro-3-(difluoromethyl)-3H-imidazo[4,5-c]pyridin-4-yloxy)ethyl)pyrrolidin-2-one), [O-]P(=O)([O-])[O-].[K+].[K+].[K+] (K3PO4), O1CCN(CC1)C1=CC=C(C=C1)B(O)O (4-morpholinophenylboronic acid), Bis[di-tert-butyl(4-dimethylaminophenyl)phosphine]dichloropalladium(II). The solvent is O (Water), O1CCOCC1 (1,4-dioxane), CCOC(=O)C (EtOAc), O (water), [Cl-].[Na+].O (brine). Reaction conditions: temperature 100 celsius, time 1.75 hour. Product: FC(N1C=NC2=C1C(=NC(=C2)C2=CC=C(C=C2)N2CCOCC2)O[C@H](C)[C@@H]2CC(NC2)=O)F ((R)-4-((R)-1-(3-(difluoromethyl)-6-(4-morpholinophenyl)-3H-imidazo[4,5-c]pyridin-4-yloxy)ethyl)pyrrolidin-2-one). As a reaction SMILES: Cl[C:2]1[N:7]=[C:6]([O:8][C@@H:9]([C@H:11]2[CH2:15][NH:14][C:13](=[O:16])[CH2:12]2)[CH3:10])[C:5]2[N:17]([CH:20]([F:22])[F:21])[CH:18]=[N:19][C:4]=2[CH:3]=1.[O:23]1[CH2:28][CH2:27][N:26]([C:29]2[CH:34]=[CH:33][C:32](B(O)O)=[CH:31][CH:30]=2)[CH2:25][CH2:24]1.[O-]P([O-])([O-])=O.[K+].[K+].[K+]>O1CCOCC1.CCOC(C)=O.O.[Cl-].[Na+].O>[F:21][CH:20]([F:22])[N:17]1[C:5]2[C:6]([O:8][C@@H:9]([C@H:11]3[CH2:15][NH:14][C:13](=[O:16])[CH2:12]3)[CH3:10])=[N:7][C:2]([C:32]3[CH:31]=[CH:30][C:29]([N:26]4[CH2:25][CH2:24][O:23][CH2:28][CH2:27]4)=[CH:34][CH:33]=3)=[CH:3][C:4]=2[N:19]=[CH:18]1 |f:2.3.4.5,9.10.11|. Procedure: Intermediate 2.64 (24 mg, 0.073 mmol), 4-morpholinophenylboronic acid (33 mg, 0.16 mmol), Bis[di-tert-butyl(4-dimethylaminophenyl)phosphine]dichloropalladium(II) (1.7 mg, 0.0024 mmol) and K3PO4 (52 mg, 0.25 mmol) were taken up in 1,4-dioxane (0.9 mL) under Ar. Water (0.1 mL) was added and the resulting stirred mixture was heated to 100° C. After 1.75 h, the reaction mixture was cooled to r.t. and was diluted with EtOAc (2 mL), water (1 mL), and brine (1 mL). The phases were separated, and the aq... Starting materials: BrB(Br)Br, O=C([O-])[O-], ClCCl, COc1ccc(CCCCCCBr)cc1, CCC(=O)CC(=O)CC, CC(C)=O, [I-], [K+], [K+], [K+], Oc1ccc(CCCCCCBr)cc1. Yields the product CCC(=O)C(CCCCCCc1ccc(O)cc1)C(=O)CC. RXN SMILES: [B:30]([Br:31])([Br:32])[Br:33].[C:45](=[O:46])([O-:47])[O-:48].[CH2:51]([Cl:52])[Cl:53].[CH3:15][O:16][c:17]1[cH:18][cH:19][c:20]([CH2:21][CH2:22][CH2:23][CH2:24][CH2:25][CH2:26][Br:27])[cH:28][cH:29]1.[CH3:36][CH2:37][C:38]([CH2:39][C:40]([CH2:41][CH3:42])=[O:43])=[O:44].[CH3:54][C:55](=[O:56])[CH3:57].[I-:35].[K+:34].[K+:49].[K+:50].[OH:1][c:2]1[cH:3][cH:4][c:5]([CH2:8][CH2:9][CH2:10][CH2:11][CH2:12][CH2:13][Br:14])[cH:6][cH:7]1>>[OH:1][c:2]1[cH:3][cH:4][c:5]([CH2:8][CH2:9][CH2:10][CH2:11][CH2:12][CH2:13][CH:39]([C:38]([CH2:37][CH3:36])=[O:44])[C:40]([CH2:41][CH3:42])=[O:43])[cH:6][cH:7]1. Reactants: C1CCOC1, CC(=O)OC(C)=O, CC(C)c1cc(C(C)C)c(S(=O)(=O)n2cc3c4c(cccc42)C(=O)C(N=[N+]=[N-])C3)c(C(C)C)c1. Product: CC(=O)NC1Cc2cn(S(=O)(=O)c3c(C(C)C)cc(C(C)C)cc3C(C)C)c3cccc(c23)C1=O. Reaction SMILES: [CH2:42]1[O:43][CH2:44][CH2:45][CH2:46]1.[CH3:35][C:36](=[O:37])[O:38][C:39](=[O:40])[CH3:41].[N:1](=[N+:2]=[N-:3])[CH:4]1[C:5](=[O:34])[c:6]2[c:7]3[c:8]([cH:9][n:10]([S:15](=[O:16])(=[O:17])[c:18]4[c:19]([CH:30]([CH3:31])[CH3:32])[cH:20][c:21]([CH:27]([CH3:28])[CH3:29])[cH:22][c:23]4[CH:24]([CH3:25])[CH3:26])[c:11]3[cH:12][cH:13][cH:14]2)[CH2:33]1>>[NH:1]([CH:4]1[C:5](=[O:34])[c:6]2[c:7]3[c:8]([cH:9][n:10]([S:15](=[O:16])(=[O:17])[c:18]4[c:19]([CH:30]([CH3:31])[CH3:32])[cH:20][c:21]([CH:27]([CH3:28])[CH3:29])[cH:22][c:23]4[CH:24]([CH3:25])[CH3:26])[c:11]3[cH:12][cH:13][cH:14]2)[CH2:33]1)[C:36]([CH3:35])=[O:37]. The reactants are Brc1cc(Br)c2c(c1)oc1ccccc12, [Li]CCCC, C1CCOC1, CCCCCC, CSSC, CCOC(C)=O. The product is CSc1cc(Br)cc2oc3ccccc3c12. RXN SMILES: [Br:1][c:2]1[cH:3][c:4]([Br:15])[cH:5][c:6]2[o:7][c:8]3[c:9]([c:10]12)[cH:11][cH:12][cH:13][cH:14]3.[CH2:16]([Li:17])[CH2:18][CH2:19][CH3:20].[CH2:31]1[O:32][CH2:33][CH2:34][CH2:35]1.[CH3:21][CH2:22][CH2:23][CH2:24][CH2:25][CH3:26].[CH3:27][S:28][S:29][CH3:30].[CH3:36][CH2:37][O:38][C:39](=[O:40])[CH3:41]>>[c:2]1([S:28][CH3:27])[cH:3][c:4]([Br:15])[cH:5][c:6]2[o:7][c:8]3[c:9]([c:10]12)[cH:11][cH:12][cH:13][cH:14]3.